This data is from the Open Reaction Database (ORD), a public repository of structured organic reaction records. The task is: describe an organic reaction: reactants, conditions, products, and yield Starting materials: C(C)OC(=O)N1CCN(CC1)C([C@H](CCC(=O)OC(C)(C)C)NC(=O)C1=NN(C(=C1)O)C1=CC(=C(C=C1)F)F)=O (4-((S)-4-tert-Butoxycarbonyl-2-{[1-(3,4-difluoro-phenyl)-5-hydroxy-1H-pyrazole-3-carbonyl]-amino}-butyryl)-piperazine-1-carboxylic acid ethyl ester), BrCC(=O)OCC1=CC=CC=C1 (benzyl bromoacetate), C([O-])([O-])=O.[Cs+].[Cs+] (cesium carbonate). Solvent: CN(C)C=O (DMF), C(C)(=O)OCC (ethyl acetate). Reaction conditions: time 12 hour. The product is C(C)OC(=O)N1CCN(CC1)C([C@H](CCC(=O)OC(C)(C)C)NC(=O)C1=NN(C(=C1)OCC(=O)OCC1=CC=CC=C1)C1=CC(=C(C=C1)F)F)=O (4-((S)-2-{[5-Benzyloxycarbonylmethoxy-1-(3,4-difluoro-phenyl)-1H-pyrazole-3-carbonyl]-amino}-4-tert-butoxycarbonyl-butyryl)-piperazine-1-carboxylic acid ethyl ester). Reaction SMILES: [CH2:1]([O:3][C:4]([N:6]1[CH2:11][CH2:10][N:9]([C:12](=[O:40])[C@@H:13]([NH:23][C:24]([C:26]2[CH:30]=[C:29]([OH:31])[N:28]([C:32]3[CH:37]=[CH:36][C:35]([F:38])=[C:34]([F:39])[CH:33]=3)[N:27]=2)=[O:25])[CH2:14][CH2:15][C:16]([O:18][C:19]([CH3:22])([CH3:21])[CH3:20])=[O:17])[CH2:8][CH2:7]1)=[O:5])[CH3:2].Br[CH2:42][C:43]([O:45][CH2:46][C:47]1[CH:52]=[CH:51][CH:50]=[CH:49][CH:48]=1)=[O:44].C(=O)([O-])[O-].[Cs+].[Cs+]>CN(C=O)C.C(OCC)(=O)C>[CH2:1]([O:3][C:4]([N:6]1[CH2:7][CH2:8][N:9]([C:12](=[O:40])[C@@H:13]([NH:23][C:24]([C:26]2[CH:30]=[C:29]([O:31][CH2:42][C:43]([O:45][CH2:46][C:47]3[CH:52]=[CH:51][CH:50]=[CH:49][CH:48]=3)=[O:44])[N:28]([C:32]3[CH:37]=[CH:36][C:35]([F:38])=[C:34]([F:39])[CH:33]=3)[N:27]=2)=[O:25])[CH2:14][CH2:15][C:16]([O:18][C:19]([CH3:22])([CH3:21])[CH3:20])=[O:17])[CH2:10][CH2:11]1)=[O:5])[CH3:2] |f:2.3.4|. Reported procedure: To a solution of 4.000 g 4-((S)-4-tert-Butoxycarbonyl-2-{[1-(3,4-difluoro-phenyl)-5-hydroxy-1H-pyrazole-3-carbonyl]-amino}-butyryl)-piperazine-1-carboxylic acid ethyl ester in 26 ml DMF were added 1.172 ml benzyl bromoacetate and 4.607 g cesium carbonate. After stirring at RT for 12 h the solution was diluted with 100 ml ethyl acetate and extracted with aqueous LiCl (4% w/w) and aqueous NaHCO3. The crude product obtained after evaporation of the solvent was used in the subsequent reaction.